From a dataset of the Open Reaction Database (ORD), a public repository of structured organic reaction records. describe an organic reaction: reactants, conditions, products, and yield Reactants: CCOC(C)=O, ClCCl, Cc1cc2n(c1C(=O)c1cccn1C)CCC2C(=O)O, CO, C=[N+]=[N-]. Yields the product COC(=O)C1CCn2c1cc(C)c2C(=O)c1cccn1C. RXN SMILES: [C:29]([O:30][CH2:31][CH3:32])(=[O:33])[CH3:34].[CH2:21]([Cl:22])[Cl:23].[CH3:1][n:2]1[c:3]([C:7](=[O:8])[c:9]2[c:10]([CH3:20])[cH:11][c:12]3[n:13]2[CH2:14][CH2:15][CH:16]3[C:17](=[O:18])[OH:19])[cH:4][cH:5][cH:6]1.[CH3:27][OH:28].[N+:24](=[CH2:25])=[N-:26]>>[CH3:1][n:2]1[c:3]([C:7](=[O:8])[c:9]2[c:10]([CH3:20])[cH:11][c:12]3[n:13]2[CH2:14][CH2:15][CH:16]3[C:17](=[O:18])[O:19][CH3:21])[cH:4][cH:5][cH:6]1. Starting materials: CC(C)(C)OC(=O)n1cc(Cc2ccc(NCc3ccc(Cl)cc3)nn2)c2cccnc21, ClCCl, O=C(O)C(F)(F)F. The product is Clc1ccc(CNc2ccc(Cc3c[nH]c4ncccc34)nn2)cc1. As a reaction SMILES: [C:1]([O:2][C:3](=[O:4])[n:8]1[cH:9][c:10]([CH2:17][c:18]2[n:19][n:20][c:21]([NH:24][CH2:25][c:26]3[cH:27][cH:28][c:29]([Cl:32])[cH:30][cH:31]3)[cH:22][cH:23]2)[c:11]2[c:12]1[n:13][cH:14][cH:15][cH:16]2)([CH3:5])([CH3:6])[CH3:7].[Cl:40][CH2:41][Cl:42].[OH:33][C:34]([C:35]([F:36])([F:37])[F:38])=[O:39]>>[nH:8]1[cH:9][c:10]([CH2:17][c:18]2[n:19][n:20][c:21]([NH:24][CH2:25][c:26]3[cH:27][cH:28][c:29]([Cl:32])[cH:30][cH:31]3)[cH:22][cH:23]2)[c:11]2[c:12]1[n:13][cH:14][cH:15][cH:16]2. Starting materials: ClC1=CC(=C(C=C1OC(C)C)N=C=O)F (4-chloro-2-fluoro-5-isopropoxyphenyl isocyanate), aqueous solution, [OH-].[Na+] (sodium hydroxide), N1C(C(=O)O)CCCC1 (pipecolic acid). Run in ClC1=CC=CC=C1 (chlorobenzene). Run at temperature 20 celsius, time 3 hour. The product is ClC1=CC(=C(C=C1OC(C)C)N1C(N2C(CCCC2)C1=O)=O)F (2-(4-chloro-2-fluoro-5-isopropoxyphenyl)-5,6,7,8-tetrahydroimidazo[1,5-a]pyridine-1,3(2H,8aH)-dione). The yield is 17.6%. RXN SMILES: [Cl:1][C:2]1[C:7]([O:8][CH:9]([CH3:11])[CH3:10])=[CH:6][C:5]([N:12]=[C:13]=[O:14])=[C:4]([F:15])[CH:3]=1.[OH-].[Na+].[NH:18]1[CH2:26][CH2:25][CH2:24][CH2:23][CH:19]1[C:20](O)=[O:21]>ClC1C=CC=CC=1>[Cl:1][C:2]1[C:7]([O:8][CH:9]([CH3:10])[CH3:11])=[CH:6][C:5]([N:12]2[C:20](=[O:21])[CH:19]3[CH2:23][CH2:24][CH2:25][CH2:26][N:18]3[C:13]2=[O:14])=[C:4]([F:15])[CH:3]=1 |f:1.2|. Procedure: A solution of 4-chloro-2-fluoro-5-isopropoxyphenyl isocyanate (2.3 g) in chlorobenzene (10 ml) was added to a 2% aqueous solution of sodium hydroxide (25 ml) containing pipecolic acid (1.3 g), and the mixture was stirred at room temperature (ca. 20° C.) for 3 hours. After allowed to stand overnight, the precipitated crystals were collected by filtration and washed with ether. The crystals were combined with water (20 ml) and adjusted to pH 2 or less with hydrochloric acid, followed by reflux for... The reactants are [Si](C)(C)(C)I (TMSI), O1CCC2=C1C=CC(=C2)C2(CC2)C(=O)NC2=CC(=CC(=N2)C=2C=NC(=CC2)OC)C (1-(2,3-dihydrobenzofuran-5-yl)-N-(6′-methoxy-4-methyl-2,3′-bipyridin-6-yl)cyclopropanecarboxamide), CO (MeOH). Run in CC#N (CH3CN). Conditions: temperature 50 celsius, time 30 minute. Product: O1CCC2=C1C=CC(=C2)C2(CC2)C(=O)NC2=NC(=CC(=C2)C)C2=CNC(C=C2)=O (1-(2,3-dihydrobenzofuran-5-yl)-N-(4-methyl-6-(6-oxo-1,6-dihydropyridin-3-yl)pyridin-2-yl)cyclopropanecarboxamide). As a reaction SMILES: [O:1]1[C:5]2[CH:6]=[CH:7][C:8]([C:10]3([C:13]([NH:15][C:16]4[N:21]=[C:20]([C:22]5[CH:23]=[N:24][C:25]([O:28]C)=[CH:26][CH:27]=5)[CH:19]=[C:18]([CH3:30])[CH:17]=4)=[O:14])[CH2:12][CH2:11]3)=[CH:9][C:4]=2[CH2:3][CH2:2]1.[Si](I)(C)(C)C.CO>CC#N>[O:1]1[C:5]2[CH:6]=[CH:7][C:8]([C:10]3([C:13]([NH:15][C:16]4[CH:17]=[C:18]([CH3:30])[CH:19]=[C:20]([C:22]5[CH:27]=[CH:26][C:25](=[O:28])[NH:24][CH:23]=5)[N:21]=4)=[O:14])[CH2:12][CH2:11]3)=[CH:9][C:4]=2[CH2:3][CH2:2]1. Procedure: To a suspension of 1-(2,3-dihydrobenzofuran-5-yl)-N-(6′-methoxy-4-methyl-2,3′-bipyridin-6-yl)cyclopropanecarboxamide (180 mg, 0.45 mmol) in CH3CN (7 mL) was added TMSI (130 uL, 0.90 mmol) dropwise at 20° C. The reaction was stirred at 50° C. for 30 min. MeOH (1.0 mL) was added and the solution was evaporated to dryness. The residue was re-dissolved in DCM-EtOAc (1:3) before it was washed with NaHSO3 (2×) and brine. The organics were dried over MgSO4 and evaporated to dryness. The crude material ...